Dataset: the Open Reaction Database (ORD), a public repository of structured organic reaction records. Task: describe an organic reaction: reactants, conditions, products, and yield Yields the product Cl, CCOC(=O)c1cnc2ccc(OCC)nc2c1Nc1ccc(OCCO)cc1. RXN SMILES: [C:31](=[O:32])([O-:33])[O-:34].[CH2:37]1[O:38][CH2:39][CH2:40][CH2:41]1.[Cl:1][c:2]1[c:3]([C:15](=[O:16])[O:17][CH2:18][CH3:19])[cH:4][n:5][c:6]2[cH:7][cH:8][c:9]([O:12][CH2:13][CH3:14])[n:10][c:11]12.[K+:35].[K+:36].[OH:20][CH2:21][CH2:22][O:23][c:24]1[cH:25][cH:26][c:27]([NH2:28])[cH:29][cH:30]1>>[ClH:1].[c:2]1([NH:28][c:27]2[cH:26][cH:25][c:24]([O:23][CH2:22][CH2:21][OH:20])[cH:30][cH:29]2)[c:3]([C:15](=[O:16])[O:17][CH2:18][CH3:19])[cH:4][n:5][c:6]2[cH:7][cH:8][c:9]([O:12][CH2:13][CH3:14])[n:10][c:11]12. The reactants are O=C([O-])[O-], C1CCOC1, CCOC(=O)c1cnc2ccc(OCC)nc2c1Cl, [K+], [K+], Nc1ccc(OCCO)cc1.